Dataset: the Open Reaction Database (ORD), a public repository of structured organic reaction records. Task: describe an organic reaction: reactants, conditions, products, and yield Starting materials: CCOC(=O)Cc1ccc(OC)c(Oc2ccc(Br)cc2CBr)c1, C1COCCO1, CC(C)S, [H-], [Na+]. The product is CCOC(=O)Cc1ccc(OC)c(Oc2ccc(Br)cc2CSC(C)C)c1. As a reaction SMILES: [CH2:1]([CH3:2])[O:3][C:4]([CH2:5][c:6]1[cH:7][c:8]([O:14][c:15]2[c:16]([CH2:22][Br:23])[cH:17][c:18]([Br:21])[cH:19][cH:20]2)[c:9]([O:12][CH3:13])[cH:10][cH:11]1)=[O:24].[CH2:31]1[O:32][CH2:33][CH2:34][O:35][CH2:36]1.[CH3:25][CH:26]([CH3:27])[SH:28].[H-:29].[Na+:30]>>[CH2:1]([CH3:2])[O:3][C:4]([CH2:5][c:6]1[cH:7][c:8]([O:14][c:15]2[c:16]([CH2:22][S:28][CH:26]([CH3:25])[CH3:27])[cH:17][c:18]([Br:21])[cH:19][cH:20]2)[c:9]([O:12][CH3:13])[cH:10][cH:11]1)=[O:24]. Conditions: time 12 hour. RXN SMILES: [Cl:1][C:2]1[CH:3]=[C:4]([CH:34]=[C:35]([Cl:44])[C:36]=1[NH:37][C:38](=[O:43])[CH2:39][N:40]([CH3:42])[CH3:41])[CH2:5][NH:6][C:7]([NH:16][C:17]([C@H:19]1[CH2:23][CH2:22][CH2:21][N:20]1[C:24]1[CH:29]=[CH:28][C:27]([C:30]([F:33])([F:32])[F:31])=[CH:26][CH:25]=1)=[O:18])=[N:8]C(=O)OC(C)(C)C.[C:45]([OH:51])([C:47]([F:50])([F:49])[F:48])=[O:46]>>[NH2:8]/[C:7](/[NH:6][CH2:5][C:4]1[CH:34]=[C:35]([Cl:44])[C:36]([NH:37][C:38](=[O:43])[CH2:39][N:40]([CH3:41])[CH3:42])=[C:2]([Cl:1])[CH:3]=1)=[N:16]\[C:17]([C@H:19]1[CH2:23][CH2:22][CH2:21][N:20]1[C:24]1[CH:25]=[CH:26][C:27]([C:30]([F:31])([F:32])[F:33])=[CH:28][CH:29]=1)=[O:18].[C:45]([OH:51])([C:47]([F:50])([F:49])[F:48])=[O:46]. Starting materials: ClC=1C=C(CNC(=NC(OC(C)(C)C)=O)NC(=O)[C@@H]2N(CCC2)C2=CC=C(C=C2)C(F)(F)F)C=C(C1NC(CN(C)C)=O)Cl ((R)-tert-butyl (3,5-dichloro-4-(2-(dimethylamino)-acetamido)benzylamino)(1-(4-(trifluoromethyl)phenyl)-pyrrolidine-2-carboxamido)-methylenecarbamate), C(=O)(C(F)(F)F)O (TFA). The product is N/C(=N\C(=O)[C@@H]1N(CCC1)C1=CC=C(C=C1)C(F)(F)F)/NCC1=CC(=C(C(=C1)Cl)NC(CN(C)C)=O)Cl ((R,E)-N-(amino(3,5-dichloro-4-(2-(dimethylamino)-acetamido)-benzylamino)methylene)-1-(4-(trifluoromethyl)phenyl)-pyrrolidine-2-carboxamide), C(=O)(C(F)(F)F)O (TFA). Procedure details: To a solution of: (R)-tert-butyl (3,5-dichloro-4-(2-(dimethylamino)-acetamido)benzylamino)(1-(4-(trifluoromethyl)phenyl)-pyrrolidine-2-carboxamido)-methylenecarbamate (4 mg) in dichloromrthane (0.10 mL) was added TFA (0.50 μL), and the resulting mixture was stirred at room temperature for 12 h. The solvents were removed in vacuo to give the title compound as its TFA salt (3 mg). retention time: 1.52 min (method A). MS (ESI) (M+H)+ 559.13. Reactants: C(=O)NCC1CC=2C(=C3C=CC(NC3=C(C2)C)=O)O1 ((+)-2-Formylaminomethyl-5-methyl-2,3,6,7-tetrahydrofuro-[2,3-f]quinoline-7-one), [H-].[Li+].[Al+3].[H-].[H-].[H-] (aluminum lithium hydride). Run in O1CCCC1 (tetrahydrofuran). Reaction conditions: temperature 50 celsius, time 18 hour. Yields the product CC=1C=C2C(=C3C=CC(NC13)=O)OC(C2)CNC ((+)-5-Methyl-2-methylaminomethyl-2,3,6,7-tetrahydrofuro-[2,3-f]quinoline-7-one). The yield is 82.7%. RXN SMILES: [CH:1]([NH:3][CH2:4][CH:5]1[O:19][C:8]2=[C:9]3[C:14](=[C:15]([CH3:17])[CH:16]=[C:7]2[CH2:6]1)[NH:13][C:12](=[O:18])[CH:11]=[CH:10]3)=O.[H-].[Li+].[Al+3].[H-].[H-].[H-]>O1CCCC1>[CH3:17][C:15]1[CH:16]=[C:7]2[CH2:6][CH:5]([CH2:4][NH:3][CH3:1])[O:19][C:8]2=[C:9]2[C:14]=1[NH:13][C:12](=[O:18])[CH:11]=[CH:10]2 |f:1.2.3.4.5.6|. Reported procedure: (+)-2-Formylaminomethyl-5-methyl-2,3,6,7-tetrahydrofuro-[2,3-f]quinoline-7-one (460 mg, 1.78 mM) was dissolved in dry tetrahydrofuran (100 ml). To the solution, aluminum lithium hydride (135 mg, 3.57 mM) was added thereto. The mixture was dried while stirring in a bath of 50° C. in the atmosphere of nitrogen for 18 hours. The reaction mixture was cooled. A small amount of ethyl acetate was added. The solvent was distilled off under reduced pressure. 2N-caustic soda solution was added to the resi... Reactants: C1CCC2=NCCCN2CC1, O=CC=Cc1ccccc1, ClCCl, O=Nc1ccccc1. Yields the product O=C(C=Cc1ccccc1)N(O)c1ccccc1. RXN SMILES: [CH2:1]1[CH2:2][CH2:3][C:4]2=[N:9][CH2:8][CH2:7][CH2:6][N:5]2[CH2:10][CH2:11]1.[CH:12]([CH:13]=[CH:14][c:15]1[cH:16][cH:17][cH:18][cH:19][cH:20]1)=[O:21].[Cl:30][CH2:31][Cl:32].[O:22]=[N:23][c:24]1[cH:25][cH:26][cH:27][cH:28][cH:29]1>>[C:12]([CH:13]=[CH:14][c:15]1[cH:16][cH:17][cH:18][cH:19][cH:20]1)(=[O:21])[N:23]([OH:22])[c:24]1[cH:25][cH:26][cH:27][cH:28][cH:29]1. As a reaction SMILES: [CH2:1]([O:3][C:4](=[O:24])[CH2:5][N:6]1[C:12](=[O:13])[NH:11][C:10]2[CH:14]=[CH:15][CH:16]=[CH:17][C:9]=2[C:8]([CH:18]2[CH2:23][CH2:22][CH2:21][CH2:20][CH2:19]2)=[N:7]1)[CH3:2].Cl[CH2:26][C:27]([CH:29]1[CH2:33][CH2:32][CH2:31][CH2:30]1)=[O:28].[I-]>>[CH2:1]([O:3][C:4](=[O:24])[CH2:5][N:6]1[C:12](=[O:13])[N:11]([CH2:26][C:27]([CH:29]2[CH2:33][CH2:32][CH2:31][CH2:30]2)=[O:28])[C:10]2[CH:14]=[CH:15][CH:16]=[CH:17][C:9]=2[C:8]([CH:18]2[CH2:19][CH2:20][CH2:21][CH2:22][CH2:23]2)=[N:7]1)[CH3:2]. Procedure details: reacting the (5-cyclohexyl-2-oxo-1,2-dihydro-benzo[e][1,2,4]triazepin-3-yl)-acetic acid ethyl ester with 2-chloro-1-cyclopentyl-ethanone; in the presence of an organic or inorganic base; in an organic solvent; in the presence of a source of iodide; to yield [5-cyclohexyl-1-(2-cyclopentyl-2-oxo-ethyl)-2-oxo-1,2-dihydro-benzo[e][1,2,4]triazepin-3-yl]-acetic acid ethyl ester; Starting materials: C(C)OC(CN1N=C(C2=C(NC1=O)C=CC=C2)C2CCCCC2)=O ((5-cyclohexyl-2-oxo-1,2-dihydro-benzo[e][1,2,4]triazepin-3-yl)-acetic acid ethyl ester), ClCC(=O)C1CCCC1 (2-chloro-1-cyclopentyl-ethanone), [I-] (iodide). Product: C(C)OC(CN1N=C(C2=C(N(C1=O)CC(=O)C1CCCC1)C=CC=C2)C2CCCCC2)=O ([5-cyclohexyl-1-(2-cyclopentyl-2-oxo-ethyl)-2-oxo-1,2-dihydro-benzo[e][1,2,4]triazepin-3-yl]-acetic acid ethyl ester).